Dataset: the Open Reaction Database (ORD), a public repository of structured organic reaction records. Task: describe an organic reaction: reactants, conditions, products, and yield The reactants are CC(=O)C(C)(C)COS(C)(=O)=O, CN(C)C=O, [H-], [H][H], [Na+], O, c1nc[nH]n1. The product is CC(=O)C(C)(C)Cn1cncn1. RXN SMILES: [CH3:10][C:11]([C:12]([CH3:13])=[O:14])([CH2:15][O:16][S:17]([CH3:18])(=[O:19])=[O:20])[CH3:21].[CH3:22][N:23]([CH3:24])[CH:25]=[O:26].[H-:1].[H:8][H:9].[Na+:2].[OH2:27].[nH:3]1[n:4][cH:5][n:6][cH:7]1>>[n:3]1([CH2:15][C:11]([CH3:10])([C:12]([CH3:13])=[O:14])[CH3:21])[n:4][cH:5][n:6][cH:7]1. Starting materials: CC1(CC(C(C(C1)=O)=C(C)N[C@H]1[C@@H](OCC2=CC=CC=C2)O[C@@H]([C@H]([C@@H]1O)O)CO)=O)C (Benzyl 2-Deoxy-2-[1-(4,4-dimethyl-2,6-dioxocyclohex-1-ylidene)ethylamino]-α-D-glucopyranoside), [Si](C)(C)(C(C)(C)C)Cl (t-butyldimethylsilylchloride). Run in N1=CC=CC=C1 (pyridine). Run at temperature 0 celsius, time 8 hour. Yields the product CC1(CC(C(C(C1)=O)=C(C)N[C@H]1[C@@H](OCC2=CC=CC=C2)O[C@@H]([C@H]([C@@H]1O)O)CO[Si](C)(C)C(C)(C)C)=O)C (Benzyl 2-Deoxy-2-[1-(4,4-dimethyl-2,6-dioxocyclohex-1-ylidene)ethylamino]-6-O-t-butyldimethylsilyl-α-D-glucopyranoside). Yield: 61.1%. As a reaction SMILES: [CH3:1][C:2]1([CH3:31])[CH2:7][C:6](=[O:8])[C:5](=[C:9]([NH:11][C@@H:12]2[C@@H:25]([OH:26])[C@H:24]([OH:27])[C@@H:23]([CH2:28][OH:29])[O:22][C@@H:13]2[O:14][CH2:15][C:16]2[CH:21]=[CH:20][CH:19]=[CH:18][CH:17]=2)[CH3:10])[C:4](=[O:30])[CH2:3]1.[Si:32](Cl)([C:35]([CH3:38])([CH3:37])[CH3:36])([CH3:34])[CH3:33]>N1C=CC=CC=1>[CH3:1][C:2]1([CH3:31])[CH2:7][C:6](=[O:8])[C:5](=[C:9]([NH:11][C@@H:12]2[C@@H:25]([OH:26])[C@H:24]([OH:27])[C@@H:23]([CH2:28][O:29][Si:32]([C:35]([CH3:38])([CH3:37])[CH3:36])([CH3:34])[CH3:33])[O:22][C@@H:13]2[O:14][CH2:15][C:16]2[CH:21]=[CH:20][CH:19]=[CH:18][CH:17]=2)[CH3:10])[C:4](=[O:30])[CH2:3]1. Procedure: Benzyl 2-Deoxy-2-[1-(4,4-dimethyl-2,6-dioxocyclohex-1-ylidene)ethylamino]-α-D-glucopyranoside (100 mg, 0.23 mmol) was dissolved in dry pyridine (2 ml), cooled to 0° C. and t-butyldimethylsilylchloride (39 mg, 0.26 mmol) added. The reaction mixture was stirred at room temperature overnight. The solution was evaporated, the residue was taken up in CHCl3 (10 ml), washed with water (3 ml), dried over MgSO4 and concentrated. The residue was purified by chromatography using CHCl3/MeOH 10:1 as the mobi...